This data is from the Open Reaction Database (ORD), a public repository of structured organic reaction records. The task is: describe an organic reaction: reactants, conditions, products, and yield Reactants: C(C)(C)(C)OC(=O)NC[C@H]1CN(CC1)CCCCCN (5-((3S)-3-tert-Butoxycarbonylaminomethylpyrrolidin-1-yl)-pentylamine), C1(=CC=CC=C1)N=C=O (phenyl isocyanate), NC1=CC(=C(C(=O)O)C=C1Cl)OC (4-amino-5-chloro-2-methoxybenzoic acid). Yields the product NC1=CC(=C(C(=O)NC[C@H]2CN(CC2)CCCCCNC(=O)NC2=CC=CC=C2)C=C1Cl)OC (4-amino-5-chloro-2-methoxy-N-((3S)-1-(5-(3-phenylureido)pentyl)pyrrolidin-3-ylmethyl)benzamide). RXN SMILES: C(O[C:6]([NH:8][CH2:9][C@@H:10]1[CH2:14][CH2:13][N:12]([CH2:15][CH2:16][CH2:17][CH2:18][CH2:19][NH2:20])[CH2:11]1)=[O:7])(C)(C)C.[C:21]1([N:27]=[C:28]=[O:29])[CH:26]=[CH:25][CH:24]=[CH:23][CH:22]=1.[NH2:30][C:31]1[C:39]([Cl:40])=[CH:38][C:34](C(O)=O)=[C:33]([O:41][CH3:42])[CH:32]=1>>[NH2:30][C:31]1[C:39]([Cl:40])=[CH:38][C:34]([C:6]([NH:8][CH2:9][C@@H:10]2[CH2:14][CH2:13][N:12]([CH2:15][CH2:16][CH2:17][CH2:18][CH2:19][NH:20][C:28]([NH:27][C:21]3[CH:26]=[CH:25][CH:24]=[CH:23][CH:22]=3)=[O:29])[CH2:11]2)=[O:7])=[C:33]([O:41][CH3:42])[CH:32]=1. Procedure: 5-((3S)-3-tert-Butoxycarbonylaminomethylpyrrolidin-1-yl)-pentylamine (1.52 g) as starting compound was reacted and treated in the same manner as in Example 34 using phenyl isocyanate (0.58 ml) and 4-amino-5-chloro-2-methoxybenzoic acid (0.75 g) to give 4-amino-5-chloro-2-methoxy-N-((3S)-1-(5-(3-phenylureido)pentyl)pyrrolidin-3-ylmethyl)benzamide. Reactants: C(=O)(OCC)C=1NC(=C(C1CCC)C)CCC (2-Carbethoxy-3,5-di(n-propyl)-4-methyl-pyrrole), C=O (paraformaldehyde). Product: CC=1NC(=C(C1CCC)C)CCC (2,4-dimethyl-3,5-di(n-propyl)-pyrrole). RXN SMILES: [C:1]([C:6]1[NH:7][C:8]([CH2:15][CH2:16][CH3:17])=[C:9]([CH3:14])[C:10]=1[CH2:11][CH2:12][CH3:13])(OCC)=O.C=O>>[CH3:1][C:6]1[NH:7][C:8]([CH2:15][CH2:16][CH3:17])=[C:9]([CH3:14])[C:10]=1[CH2:11][CH2:12][CH3:13]. Procedure details: 2-Carbethoxy-3,5-di(n-propyl)-4-methyl-pyrrole was reductively alkylated with paraformaldehyde to yield 2,4-dimethyl-3,5-di(n-propyl)-pyrrole. ##STR104## RXN SMILES: [CH3:61][c:62]1[cH:63][cH:64][cH:65][cH:66][cH:67]1.[CH3:68][OH:69].[CH:34]1=[C:35]([B:44]([OH:45])[OH:46])[CH2:36][CH2:37][c:38]2[cH:39][cH:40][cH:41][cH:42][c:43]21.[Cl:47][c:48]1[cH:49][c:50]([CH2:54][n:55]2[c:56]([CH3:60])[n:57][cH:58][cH:59]2)[n:51][n:52][cH:53]1.[K+:31].[K+:32].[K+:33].[P:26]([O-:27])([O-:28])([O-:29])=[O:30].[c:1]1(-[c:2]2[cH:3][cH:4][cH:5][cH:6][cH:7]2)[cH:8][cH:9][cH:10][cH:11][c:12]1[P:13]([CH:14]1[CH2:15][CH2:16][CH2:17][CH2:18][CH2:19]1)[CH:20]1[CH2:21][CH2:22][CH2:23][CH2:24][CH2:25]1.[cH:70]1[cH:71][cH:72][c:73]([P:74]([Pd:75]([P:76]([c:77]2[cH:78][cH:79][cH:80][cH:81][cH:82]2)([c:83]2[cH:84][cH:85][cH:86][cH:87][cH:88]2)[c:89]2[cH:90][cH:91][cH:92][cH:93][cH:94]2)([P:95]([c:96]2[cH:97][cH:98][cH:99][cH:100][cH:101]2)([c:102]2[cH:103][cH:104][cH:105][cH:106][cH:107]2)[c:108]2[cH:109][cH:110][cH:111][cH:112][cH:113]2)[P:114]([c:115]2[cH:116][cH:117][cH:118][cH:119][cH:120]2)([c:121]2[cH:122][cH:123][cH:124][cH:125][cH:126]2)[c:127]2[cH:128][cH:129][cH:130][cH:131][cH:132]2)([c:133]2[cH:134][cH:135][cH:136][cH:137][cH:138]2)[c:139]2[cH:140][cH:141][cH:142][cH:143][cH:144]2)[cH:145][cH:146]1>>[CH:34]1=[C:35]([c:48]2[cH:49][c:50]([CH2:54][n:55]3[c:56]([CH3:60])[n:57][cH:58][cH:59]3)[n:51][n:52][cH:53]2)[CH2:36][CH2:37][c:38]2[cH:39][cH:40][cH:41][cH:42][c:43]21.[ClH:47]. The product is Cc1nccn1Cc1cc(C2=Cc3ccccc3CC2)cnn1, Cl. Reactants: Cc1ccccc1, CO, OB(O)C1=Cc2ccccc2CC1, Cc1nccn1Cc1cc(Cl)cnn1, [K+], [K+], [K+], O=P([O-])([O-])[O-], c1ccc(-c2ccccc2P(C2CCCCC2)C2CCCCC2)cc1, c1ccc(P(c2ccccc2)(c2ccccc2)[Pd](P(c2ccccc2)(c2ccccc2)c2ccccc2)(P(c2ccccc2)(c2ccccc2)c2ccccc2)P(c2ccccc2)(c2ccccc2)c2ccccc2)cc1. Reactants: N1=NC=C2C1=C1C(=NCC2)N=CC=C1 (4,5-dihydropyrazolo[3,4-d]pyrido[2,3-b]azepine), FC=1C=CC(=C(C(=O)NC2=CC=C(C=N2)C(=O)Cl)C1)C (6-[(5-fluoro-2-methylbenzoyl)amino]pyridine-3-carbonyl chloride). Yields the product N1N=CC2=C1C1=C(N(CC2)C(=O)C=2C=CC(=NC2)NC(C2=C(C=CC(=C2)F)C)=O)N=CC=C1 (N-[5-[(4,5-Dihydropyrazolo[3,4-d]pyrido[2,3-b]azepin-6(1H)-yl)carbonyl]-2-pyridinyl]-5-fluoro-2-methylbenzamide). RXN SMILES: [N:1]1[C:5]2=[C:6]3[CH:14]=[CH:13][CH:12]=[N:11][C:7]3=[N:8][CH2:9][CH2:10][C:4]2=[CH:3][N:2]=1.[F:15][C:16]1[CH:17]=[CH:18][C:19]([CH3:34])=[C:20]([CH:33]=1)[C:21]([NH:23][C:24]1[N:29]=[CH:28][C:27]([C:30](Cl)=[O:31])=[CH:26][CH:25]=1)=[O:22]>>[NH:1]1[C:5]2[C:6]3[CH:14]=[CH:13][CH:12]=[N:11][C:7]=3[N:8]([C:30]([C:27]3[CH:26]=[CH:25][C:24]([NH:23][C:21](=[O:22])[C:20]4[CH:33]=[C:16]([F:15])[CH:17]=[CH:18][C:19]=4[CH3:34])=[N:29][CH:28]=3)=[O:31])[CH2:9][CH2:10][C:4]=2[CH:3]=[N:2]1. Reported procedure: As described for Example 13, 4,5-dihydropyrazolo[3,4-d]pyrido[2,3-b]azepine is reacted with 6-[(5-fluoro-2-methylbenzoyl)amino]pyridine-3-carbonyl chloride to give the product as a solid. The reactants are C(C)(C)N(CC)C(C)C (diisopropylethylamine), Cl.N1=CC=C(C=C1)CC(=O)O (4-pyridyl-acetic acid hydrochloride), C(C)(C)N(CC)C(C)C (diisopropylethylamine), 1-methylindole 3-glyoxylyl chloride. Run in ClCCl (dichloromethane), ClCCl (dichloromethane). Run at time 65 hour. Product: CN1C=C(C2=CC=CC=C12)C=1C(OC(C1C1=CC=NC=C1)=O)=O (3-(1-methyl-3-indolyl)-4-(4-pyridyl)furan-2,5-dione). Yield: 21.5%. As a reaction SMILES: Cl.[N:2]1[CH:7]=[CH:6][C:5]([CH2:8][C:9]([OH:11])=[O:10])=[CH:4][CH:3]=1.[CH:12]([N:15]([CH:18]([CH3:20])[CH3:19])[CH2:16][CH3:17])(C)C>ClCCl>[CH3:12][N:15]1[C:18]2[C:20](=[CH:3][CH:4]=[CH:5][CH:19]=2)[C:17]([C:8]2[C:9](=[O:10])[O:10][C:9](=[O:11])[C:8]=2[C:5]2[CH:6]=[CH:7][N:2]=[CH:3][CH:4]=2)=[CH:16]1 |f:0.1|. Procedure: 5 g of 4-pyridyl-acetic acid hydrochloride and 3.72 g of diisopropylethylamine in 50 ml of dichloromethane were treated at 0° C. firstly with 6.37 g of 1-methylindole-3-glyoxylyl chloride in 50 ml of dichloromethane and then with 7.5 g of diisopropylethylamine. The mixture was allowed to warm to room temperature and was then stirred for 65 hours. The solvent was removed under reduced pressure and the residue was taken up in dichloromethane and chromatographed on silica gel with ethyl acetate. Th...